This data is from the Open Reaction Database (ORD), a public repository of structured organic reaction records. The task is: describe an organic reaction: reactants, conditions, products, and yield The reactants are O (water), COC(=O)C1CCCCC=2N(C=NC21)C(C2=CC=CC=C2)(C2=CC=CC=C2)C2=CC=CC=C2 (1-triphenylmethyl-1,4,5,6,7,8-hexahydrocycloheptaimidazole-4-carboxylic acid methyl ester), [H-].[Al+3].[Li+].[H-].[H-].[H-] (lithium aluminum hydride), O (water), [OH-].[Na+] (NaOH). The solvent is C1CCOC1 (THF). Run at temperature 20 celsius, time 2 hour. The product is C1(=CC=CC=C1)C(N1C=NC2=C1CCCCC2CO)(C2=CC=CC=C2)C2=CC=CC=C2 ((1-Triphenylmethyl-1,4,5,6,7,8-hexahydrocycloheptaimidazole-4-yl)methanol). The yield is 85.5%. As a reaction SMILES: C[O:2][C:3]([CH:5]1[C:14]2[N:13]=[CH:12][N:11]([C:15]([C:28]3[CH:33]=[CH:32][CH:31]=[CH:30][CH:29]=3)([C:22]3[CH:27]=[CH:26][CH:25]=[CH:24][CH:23]=3)[C:16]3[CH:21]=[CH:20][CH:19]=[CH:18][CH:17]=3)[C:10]=2[CH2:9][CH2:8][CH2:7][CH2:6]1)=O.[H-].[Al+3].[Li+].[H-].[H-].[H-].O.[OH-].[Na+]>C1COCC1>[C:28]1([C:15]([C:16]2[CH:21]=[CH:20][CH:19]=[CH:18][CH:17]=2)([C:22]2[CH:23]=[CH:24][CH:25]=[CH:26][CH:27]=2)[N:11]2[C:10]3[CH2:9][CH2:8][CH2:7][CH2:6][CH:5]([CH2:3][OH:2])[C:14]=3[N:13]=[CH:12]2)[CH:33]=[CH:32][CH:31]=[CH:30][CH:29]=1 |f:1.2.3.4.5.6,8.9|. Reported procedure: To a solution of 1-triphenylmethyl-1,4,5,6,7,8-hexahydrocycloheptaimidazole-4-carboxylic acid methyl ester (5.5 g, 12.6 mmol) in THF (140 ml) was added lithium aluminum hydride (9.5 ml, 1 mol/L in THF, 9.5 mmol). The mixture was stirred at 20° C. for 2 hours, and water (1.4 ml) and NaOH (1.4 ml, 4 mol/l in water) were carefully added. After stirring at room temperature for 0.5 hours, water (5 ml) was added, and after stirring for 0.5 hours the mixture was dried by addition of magnesium sulfate. ... The reactants are NCCCCN1CCN(c2ccc(Cl)c(Cl)c2)CC1, COc1ccc2nc(Cl)sc2c1, ClCCl, [NH4+], [OH-]. Product: COc1ccc2nc(NCCCCN3CCN(c4ccc(Cl)c(Cl)c4)CC3)sc2c1. RXN SMILES: [Cl:1][c:2]1[cH:3][c:4]([N:9]2[CH2:10][CH2:11][N:12]([CH2:15][CH2:16][CH2:17][CH2:18][NH2:19])[CH2:13][CH2:14]2)[cH:5][cH:6][c:7]1[Cl:8].[Cl:20][c:21]1[s:22][c:23]2[c:24]([n:25]1)[cH:26][cH:27][c:28]([O:30][CH3:31])[cH:29]2.[Cl:34][CH2:35][Cl:36].[NH4+:33].[OH-:32]>>[Cl:1][c:2]1[cH:3][c:4]([N:9]2[CH2:10][CH2:11][N:12]([CH2:15][CH2:16][CH2:17][CH2:18][NH:19][c:21]3[s:22][c:23]4[c:24]([n:25]3)[cH:26][cH:27][c:28]([O:30][CH3:31])[cH:29]4)[CH2:13][CH2:14]2)[cH:5][cH:6][c:7]1[Cl:8]. Starting materials: C(C)N (Ethylamine), CS(=O)C (dimethylsulfoxide), O (Water), C1(=CC=CC=C1)OC(NC1=C(C=C(C=C1)OC1=CC=NC2=CC(=C(C=C12)C(N)=O)OC)C(F)(F)F)=O ((4-(6-carbamoyl-7-methoxy-4-quinolyl)oxy-2-trifluoromethylphenyl) carbamic acid phenyl ester). Solvent: C(C)(=O)OCC (ethyl acetate). Reaction conditions: time 10 minute. Yields the product C(N)(=O)C=1C=C2C(=CC=NC2=CC1OC)OC1=CC(=C(C=C1)NC(=O)NCC)C(F)(F)F (N-(4-(6-Carbamoyl-7-methoxy-4-quinolyl)oxy-2-trifluoromethylphenyl)-N′-ethylurea). As a reaction SMILES: [CH2:1]([NH2:3])[CH3:2].CS(C)=O.C1([O:14][C:15](=O)[NH:16][C:17]2[CH:22]=[CH:21][C:20]([O:23][C:24]3[C:33]4[C:28](=[CH:29][C:30]([O:37][CH3:38])=[C:31]([C:34](=[O:36])[NH2:35])[CH:32]=4)[N:27]=[CH:26][CH:25]=3)=[CH:19][C:18]=2[C:39]([F:42])([F:41])[F:40])C=CC=CC=1.O>C(OCC)(=O)C>[C:34]([C:31]1[CH:32]=[C:33]2[C:28](=[CH:29][C:30]=1[O:37][CH3:38])[N:27]=[CH:26][CH:25]=[C:24]2[O:23][C:20]1[CH:21]=[CH:22][C:17]([NH:16][C:15]([NH:3][CH2:1][CH3:2])=[O:14])=[C:18]([C:39]([F:41])([F:40])[F:42])[CH:19]=1)(=[O:36])[NH2:35]. Reported procedure: Ethylamine 2N tetrahydrofuran solution (0.10 ml) was added to dimethylsulfoxide (0.5 ml), and then (4-(6-carbamoyl-7-methoxy-4-quinolyl)oxy-2-trifluoromethylphenyl) carbamic acid phenyl ester (25 mg) was dissolved therein and the mixture was stirred for 10 minutes. Water and ethyl acetate were added to the reaction solution, and the precipitated crystals were filtered out to obtain the title compound (5.0 mg).